This data is from the Open Reaction Database (ORD), a public repository of structured organic reaction records. The task is: describe an organic reaction: reactants, conditions, products, and yield Starting materials: ClC1=C(C=CC(=C1)O)C(C(C(F)(F)F)(O)C=1C=CC2=C(N(C(CO2)=O)C)C1)C (6-[2-(2-Chloro-4-hydroxy-phenyl)-1-hydroxy-1-trifluoromethyl-propyl]-4-methyl-4H-benzo[1,4]oxazin-3-one), FC1=CC(=C(C=O)C=C1)C(F)(F)F (4-fluoro-2-(trifluoromethyl)benzaldehyde), C([O-])([O-])=O.[Cs+].[Cs+] (cesium carbonate), Ice water. The solvent is N′N-dimethylacetamide. Run at time 17 hour. The product is ClC=1C=C(OC2=CC(=C(C=O)C=C2)C(F)(F)F)C=CC1C(C(C(F)(F)F)(C=1C=CC2=C(N(C(CO2)=O)C)C1)O)C (4-{3-Chloro-4-[3,3,3-trifluoro-2-hydroxy-1-methyl-2-(4-methyl-3-oxo-3,4-dihydro-2H-benzo[1,4]oxazin-6-yl)-propyl]-phenoxy}-2-trifluoromethyl-benzaldehyde). Yield: 64.5%. As a reaction SMILES: [Cl:1][C:2]1[CH:7]=[C:6]([OH:8])[CH:5]=[CH:4][C:3]=1[CH:9]([CH3:28])[C:10]([C:16]1[CH:17]=[CH:18][C:19]2[O:24][CH2:23][C:22](=[O:25])[N:21]([CH3:26])[C:20]=2[CH:27]=1)([OH:15])[C:11]([F:14])([F:13])[F:12].F[C:30]1[CH:37]=[CH:36][C:33]([CH:34]=[O:35])=[C:32]([C:38]([F:41])([F:40])[F:39])[CH:31]=1.C(=O)([O-])[O-].[Cs+].[Cs+]>>[Cl:1][C:2]1[CH:7]=[C:6]([CH:5]=[CH:4][C:3]=1[CH:9]([CH3:28])[C:10]([OH:15])([C:16]1[CH:17]=[CH:18][C:19]2[O:24][CH2:23][C:22](=[O:25])[N:21]([CH3:26])[C:20]=2[CH:27]=1)[C:11]([F:12])([F:13])[F:14])[O:8][C:30]1[CH:37]=[CH:36][C:33]([CH:34]=[O:35])=[C:32]([C:38]([F:39])([F:41])[F:40])[CH:31]=1 |f:2.3.4|. Reported procedure: To a solution of 6-[2-(2-chloro-4-hydroxy-phenyl)-1-hydroxy-1-trifluoromethyl-propyl]-4-methyl-4H-benzo[1,4]oxazin-3-one (100 mg, 0.24 mmol, Example 56, step 4) in N′N-dimethylacetamide (1.5 ml) were added 4-fluoro-2-(trifluoromethyl)benzaldehyde (69 mg, 0.36 mmol) and cesium carbonate (234 mg, 0.72 mmol). The mixture was stirred for 17 h at room temperature. Ice water was added and the mixture was extracted with AcOEt. The organic phase was washed with water, dried (MgSO4) and concentrated. The... The reactants are N#CCNC(=O)C1CCCCC1N, CN1CCOCC1, CCN=C=NCCCN(C)C, O=C(O)c1cc2ccc(Cl)cc2[nH]1, Cl, CN(C)C=O, On1nnc2ccccc21. Yields the product N#CCNC(=O)C1CCCCC1NC(=O)c1cc2ccc(Cl)cc2[nH]1. Reaction SMILES: [C:1](#[N:2])[CH2:3][NH:4][C:5](=[O:6])[CH:7]1[CH:8]([NH2:13])[CH2:9][CH2:10][CH2:11][CH2:12]1.[CH3:37][N:38]1[CH2:39][CH2:40][O:41][CH2:42][CH2:43]1.[CH3:44][CH2:45][N:46]=[C:47]=[N:48][CH2:49][CH2:50][CH2:51][N:52]([CH3:53])[CH3:54].[Cl:24][c:25]1[cH:26][cH:27][c:28]2[cH:29][c:30]([C:34](=[O:35])[OH:36])[nH:31][c:32]2[cH:33]1.[ClH:55].[O:56]=[CH:57][N:58]([CH3:59])[CH3:60].[OH:14][n:15]1[c:16]2[c:17]([cH:18][cH:19][cH:20][cH:21]2)[n:22][n:23]1>>[C:1](#[N:2])[CH2:3][NH:4][C:5](=[O:6])[CH:7]1[CH:8]([NH:13][C:34]([c:30]2[cH:29][c:28]3[cH:27][cH:26][c:25]([Cl:24])[cH:33][c:32]3[nH:31]2)=[O:35])[CH2:9][CH2:10][CH2:11][CH2:12]1. Reactants: C(=O)([O-])[O-].[Cs+].[Cs+] (Cs2CO3), C(#N)C1=CC=C(C=C1)N1N=C2C=CC=C(C2=C1)C(=O)O (2-(4-Cyanophenyl)-2H-indazole-4-carboxylic acid), IC (iodomethane). The solvent is CCOC(=O)C (EtOAc), CN(C)C=O (DMF). Conditions: time 30 minute. Product: C(#N)C1=CC=C(C=C1)N1N=C2C=CC=C(C2=C1)C(=O)OC (Methyl 2-(4-cyanophenyl)-2H-indazole-4-carboxylate). As a reaction SMILES: [C:1]([O-])([O-])=O.[Cs+].[Cs+].[C:7]([C:9]1[CH:14]=[CH:13][C:12]([N:15]2[CH:23]=[C:22]3[C:17]([CH:18]=[CH:19][CH:20]=[C:21]3[C:24]([OH:26])=[O:25])=[N:16]2)=[CH:11][CH:10]=1)#[N:8].IC>CN(C=O)C.CCOC(C)=O>[C:7]([C:9]1[CH:14]=[CH:13][C:12]([N:15]2[CH:23]=[C:22]3[C:17]([CH:18]=[CH:19][CH:20]=[C:21]3[C:24]([O:26][CH3:1])=[O:25])=[N:16]2)=[CH:11][CH:10]=1)#[N:8] |f:0.1.2|. Reported procedure: Cs2CO3 (1.2 eq.) was added to a solution of (C6) in dry DMF (0.2 M). The resulting white suspension was stirred at RT for 30 min. After cooling down to 0° C., iodomethane (7 eq.) was added, then, the reaction mixture was stirred at RT for 90 min. The solution was diluted with EtOAc and washed with brine (2×) and dried (Na2SO4). Evaporation of the solvent afforded the title compound that was used in the next step without further purification. 1H NMR (300 MHz, CDCl3, 300K) δ 9.02 (1H, s), 8.14 (2H... The reactants are C1(=CC=CC=C1)C1=CSC=2N1C(C(=C(N2)C)CCCl)=O (3-phenyl-6-(2-chloroethyl)-7-methyl-thiazolo[3,2-a]pyrimidin-5-one), [I-].[K+] (potassium iodide), FC1=CC2=C(C(=NO2)C2CCNCC2)C=C1 (6-fluoro-3-(4-piperidinyl)-benzisoxazol), C([O-])([O-])=O.[K+].[K+] (potassium carbonate). The solvent is O (water), CN(C=O)C (N,N-dimethylformamide). Run at temperature 20 celsius. Yields the product FC1=CC2=C(C(=NO2)C2CCN(CC2)CCC2=C(N=C3N(C2=O)C(=CS3)C3=CC=CC=C3)C)C=C1 (6-[2-[4-(6-fluoro-1,2-benzisoxazol-3-yl)-1-piperidinyl]ethyl]-3-phenyl-7-methyl-5H-thiazolo[3,2-a]pyrimidin-5-one). As a reaction SMILES: [C:1]1([C:7]2[N:11]3[C:12](=[O:20])[C:13]([CH2:17][CH2:18]Cl)=[C:14]([CH3:16])[N:15]=[C:10]3[S:9][CH:8]=2)[CH:6]=[CH:5][CH:4]=[CH:3][CH:2]=1.[F:21][C:22]1[CH:36]=[CH:35][C:25]2[C:26]([CH:29]3[CH2:34][CH2:33][NH:32][CH2:31][CH2:30]3)=[N:27][O:28][C:24]=2[CH:23]=1.C(=O)([O-])[O-].[K+].[K+].[I-].[K+]>O.CN(C)C=O>[F:21][C:22]1[CH:36]=[CH:35][C:25]2[C:26]([CH:29]3[CH2:30][CH2:31][N:32]([CH2:18][CH2:17][C:13]4[C:12](=[O:20])[N:11]5[C:7]([C:1]6[CH:6]=[CH:5][CH:4]=[CH:3][CH:2]=6)=[CH:8][S:9][C:10]5=[N:15][C:14]=4[CH3:16])[CH2:33][CH2:34]3)=[N:27][O:28][C:24]=2[CH:23]=1 |f:2.3.4,5.6|. Reported procedure: In 50 ml de N,N-dimethylformamide, 3.12 g (10.2 mmoles) of 3-phenyl-6-(2-chloroethyl)-7-methyl-thiazolo[3,2-a]pyrimidin-5-one, 2.23 g (10.2 mmoles) of 6-fluoro-3-(4-piperidinyl)-benzisoxazol, 4.50 g (32.5 mmoles) of potassium carbonate and a catalytic amount of potassium iodide were suspended. The reaction mixture was heated for 18 hours at a temperature ranging between 85° and 90° C., cooled to 20° C. and poured into 100 ml of water. The solid formed was purified on silica gel column, using ace... Starting materials: CC=1NC(CSC1C1=CC=NC=C1)=O (5-methyl-6-(4-pyridinyl)-2H-1,4-thiazin-3(4H)-one), O.C1(=CC=C(C=C1)S(=O)(=O)O)C (p-toluenesulfonic acid monohydrate). Run in CO (methanol). Reaction conditions: time 30 minute. Yields the product C1(=CC=C(C=C1)S(=O)(=O)O)C.CC=1NC(CSC1C1=CC=NC=C1)=O (5-methyl-6-(4-pyridinyl)-2H-1,4-thiazin-3(4H)-one p-toluenesulfonate). The yield is 61.9%. As a reaction SMILES: [CH3:1][C:2]1[NH:3][C:4](=[O:14])[CH2:5][S:6][C:7]=1[C:8]1[CH:13]=[CH:12][N:11]=[CH:10][CH:9]=1.O.[C:16]1([CH3:26])[CH:21]=[CH:20][C:19]([S:22]([OH:25])(=[O:24])=[O:23])=[CH:18][CH:17]=1>CO>[C:16]1([CH3:26])[CH:17]=[CH:18][C:19]([S:22]([OH:25])(=[O:23])=[O:24])=[CH:20][CH:21]=1.[CH3:1][C:2]1[NH:3][C:4](=[O:14])[CH2:5][S:6][C:7]=1[C:8]1[CH:13]=[CH:12][N:11]=[CH:10][CH:9]=1 |f:1.2,4.5|. Procedure: To a solution of 5-methyl-6-(4-pyridinyl)-2H-1,4-thiazin-3(4H)-one (0.88 g) in methanol (30 ml), p-toluenesulfonic acid monohydrate (0.97 g) was gradually added. The reaction mixture was stirred at room temperature for 30 minutes. Methanol was removed under reduced pressure and the residue was recrystallized from ethanol to give 5-methyl-6-(4-pyridinyl)-2H-1,4-thiazin-3(4H)-one p-toluenesulfonate (1 g, yield 62.5%) as yellow fine needles. Reactants: C(C)(CC)C=1C(=C(C=C(C=O)C1)C=O)O (5-sec-butyl-4-hydroxyisophthalaldehyde), C(CC(=O)OCC)(=O)OCC (diethyl malonate), N1CCCCC1 (piperidine). The solvent is C(C)O (ethanol). Yields the product C(C)(CC)C=1C=C(C=C2C=C(C(OC12)=O)C(=O)OCC)C=O (ethyl 8-sec-butyl-6-formyl-2-oxo-2H-chromene-3-carboxylate). RXN SMILES: [CH:1]([C:5]1[C:6]([OH:15])=[C:7]([CH:13]=O)[CH:8]=[C:9]([CH:12]=1)[CH:10]=[O:11])([CH2:3][CH3:4])[CH3:2].[C:16](OCC)(=[O:23])[CH2:17][C:18]([O:20][CH2:21][CH3:22])=[O:19].N1CCCCC1>C(O)C>[CH:1]([C:5]1[CH:12]=[C:9]([CH:10]=[O:11])[CH:8]=[C:7]2[C:6]=1[O:15][C:16](=[O:23])[C:17]([C:18]([O:20][CH2:21][CH3:22])=[O:19])=[CH:13]2)([CH2:3][CH3:4])[CH3:2]. Reported procedure: A solution of 5-sec-butyl-4-hydroxyisophthalaldehyde of formula I (0.5 g, 2.42 mmol), diethyl malonate (0.38 g, 2.42 mmol) in ethanol (20 mL) was treated with piperidine (0.3 mL) and refluxed. Most of the excess solvent was evaporated under reduced pressure, and the residue was neutralized with acetic acid. To this residue water (20 mL) was added and extracted 3-fold with 20 mL of CHCl3. The combined organic layers were dried on Na2SO4, filtered, and concentrated to dryness under reduced pressur... The reactants are Cl.FC(C=1C=C(CO[C@@H]2[C@@H](CNCC2)C2=CC=CC=C2)C=C(C1)C(F)(F)F)(F)F (cis-4-[[3,5-Bis(trifluoromethyl)benzyl]oxy]-3-phenylpiperidine hydrochloride), BrCC#N (bromoacetonitrile). Product: FC(C=1C=C(CO[C@@H]2[C@@H](CN(CC2)CC#N)C2=CC=CC=C2)C=C(C1)C(F)(F)F)(F)F ([cis-4-[[3,5-Bis(trifluoromethyl)benzyl]oxy]-3-phenyl-1-piperidinyl]acetonitrile). Isolated yield 86.2%. RXN SMILES: Cl.[F:2][C:3]([F:29])([F:28])[C:4]1[CH:5]=[C:6]([CH:21]=[C:22]([C:24]([F:27])([F:26])[F:25])[CH:23]=1)[CH2:7][O:8][C@H:9]1[CH2:14][CH2:13][NH:12][CH2:11][C@H:10]1[C:15]1[CH:20]=[CH:19][CH:18]=[CH:17][CH:16]=1.Br[CH2:31][C:32]#[N:33]>>[F:29][C:3]([F:2])([F:28])[C:4]1[CH:5]=[C:6]([CH:21]=[C:22]([C:24]([F:27])([F:25])[F:26])[CH:23]=1)[CH2:7][O:8][C@H:9]1[CH2:14][CH2:13][N:12]([CH2:31][C:32]#[N:33])[CH2:11][C@H:10]1[C:15]1[CH:16]=[CH:17][CH:18]=[CH:19][CH:20]=1 |f:0.1|. Reported procedure: The compound (0.15 g) obtained in Example 1 and bromoacetonitrile (0.082 g) were reacted and treated in the same manner as in the method described in Example 7 to obtain the title compound as colorless oil (0.13 g, 86%). Reactants: N1CCC(CC1)=O (4-piperidone), ClCCCCCOCC (1-chloro-5-ethoxypentane). The product is C(C)OCCCCCN1CCC(CC1)=O (1-(5-Ethoxypentyl)-4-piperidone). As a reaction SMILES: [NH:1]1[CH2:6][CH2:5][C:4](=[O:7])[CH2:3][CH2:2]1.Cl[CH2:9][CH2:10][CH2:11][CH2:12][CH2:13][O:14][CH2:15][CH3:16]>>[CH2:15]([O:14][CH2:13][CH2:12][CH2:11][CH2:10][CH2:9][N:1]1[CH2:6][CH2:5][C:4](=[O:7])[CH2:3][CH2:2]1)[CH3:16]. Procedure details: 1-(5-Ethoxypentyl)-4-piperidone is prepared from 4-piperidone and 1-chloro-5-ethoxypentane essentially as described above in Example 38, Scheme C, step a. The reactants are CCCc1cc(CCC=O)n(-c2ccc(Cl)cc2)n1, Fc1ccccc1N1CCNCC1. Yields the product CCCc1cc(CCCN2CCN(c3ccccc3F)CC2)n(-c2ccc(Cl)cc2)n1. RXN SMILES: [Cl:1][c:2]1[cH:3][cH:4][c:5](-[n:8]2[n:9][c:10]([CH2:17][CH2:18][CH3:19])[cH:11][c:12]2[CH2:13][CH2:14][CH:15]=[O:16])[cH:6][cH:7]1.[F:20][c:21]1[c:22]([N:27]2[CH2:28][CH2:29][NH:30][CH2:31][CH2:32]2)[cH:23][cH:24][cH:25][cH:26]1>>[Cl:1][c:2]1[cH:3][cH:4][c:5](-[n:8]2[n:9][c:10]([CH2:17][CH2:18][CH3:19])[cH:11][c:12]2[CH2:13][CH2:14][CH2:15][N:30]2[CH2:29][CH2:28][N:27]([c:22]3[c:21]([F:20])[cH:26][cH:25][cH:24][cH:23]3)[CH2:32][CH2:31]2)[cH:6][cH:7]1. Starting materials: OC=1C=C(C=O)C=CC1OCC(C)C (3-hydroxy-4-isobutoxybenzaldehyde), Cl (hydrochloric acid), [H-].[Na+] (sodium hydride), C(C)(=O)OC(C)=O (acetic anhydride). The solvent is O (water), C(C)(=O)OCC (ethyl acetate), CN(C=O)C (N,N-dimethylformamide). Run at temperature 100 celsius, time 2 hour. The product is C(C)(=O)OC1=C(C=CC(=C1)C=O)OCC(C)C (5-formyl-2-isobutoxyphenyl acetate). As a reaction SMILES: [OH:1][C:2]1[CH:3]=[C:4]([CH:7]=[CH:8][C:9]=1[O:10][CH2:11][CH:12]([CH3:14])[CH3:13])[CH:5]=[O:6].[H-].[Na+].[C:17](OC(=O)C)(=[O:19])[CH3:18].Cl>CN(C)C=O.O.C(OCC)(=O)C>[C:17]([O:1][C:2]1[CH:3]=[C:4]([CH:5]=[O:6])[CH:7]=[CH:8][C:9]=1[O:10][CH2:11][CH:12]([CH3:14])[CH3:13])(=[O:19])[CH3:18] |f:1.2|. Procedure details: In 31 ml of N,N-dimethylformamide are suspended 3.1 g of 3-hydroxy-4-isobutoxybenzaldehyde, 0.7 g of 60% sodium hydride and 3 ml of acetic anhydride. The suspension is stirred for 2 hours at 100° C. The reaction mixture is added to a mixture of ethyl acetate and water, pH is adjusted to 2 with 6 mol/L hydrochloric acid, and the organic layer is separated. The organic layer thus obtained is washed with water and saturated aqueous solution of sodium chloride successively and dried over anhydrous m...